Dataset: the Open Reaction Database (ORD), a public repository of structured organic reaction records. Task: describe an organic reaction: reactants, conditions, products, and yield The reactants are O=C([O-])[O-], ClCCl, CC(=O)OC(C)=O, Cl, Cl, [K+], [K+], NCC1(c2ccccc2)CCN(CCC(c2ccccc2)(c2ccccc2)c2ccccc2)CC1, O. The product is CC(=O)NCC1(c2ccccc2)CCN(CCC(c2ccccc2)(c2ccccc2)c2ccccc2)CC1. As a reaction SMILES: [C:45](=[O:46])([O-:47])[O-:48].[CH2:52]([Cl:53])[Cl:54].[CH3:38][C:39](=[O:40])[O:41][C:42](=[O:43])[CH3:44].[ClH:1].[ClH:2].[K+:49].[K+:50].[NH2:3][CH2:4][C:5]1([c:32]2[cH:33][cH:34][cH:35][cH:36][cH:37]2)[CH2:6][CH2:7][N:8]([CH2:11][CH2:12][C:13]([c:14]2[cH:15][cH:16][cH:17][cH:18][cH:19]2)([c:20]2[cH:21][cH:22][cH:23][cH:24][cH:25]2)[c:26]2[cH:27][cH:28][cH:29][cH:30][cH:31]2)[CH2:9][CH2:10]1.[OH2:51]>>[NH:3]([CH2:4][C:5]1([c:32]2[cH:33][cH:34][cH:35][cH:36][cH:37]2)[CH2:6][CH2:7][N:8]([CH2:11][CH2:12][C:13]([c:14]2[cH:15][cH:16][cH:17][cH:18][cH:19]2)([c:20]2[cH:21][cH:22][cH:23][cH:24][cH:25]2)[c:26]2[cH:27][cH:28][cH:29][cH:30][cH:31]2)[CH2:9][CH2:10]1)[C:39]([CH3:38])=[O:40]. Starting materials: BrC=1C=C(C=CC1)C1(COCC(N1)=S)C (5-(3-bromo-phenyl)-5-methyl-morpholine-3-thione), C(C)(C)(C)OO (t-BuOOH), [NH4+].[OH-] (NH4OH). Run in CO.N (MeOH NH3). Run at time 8 hour. Yields the product BrC=1C=C(C=CC1)C1(N=C(COC1)N)C (5-(3-Bromo-phenyl)-5-methyl-5,6-dihydro-2H-[1,4]oxazin-3-ylamine). RXN SMILES: [Br:1][C:2]1[CH:3]=[C:4]([C:8]2([CH3:15])[NH:13][C:12](=S)[CH2:11][O:10][CH2:9]2)[CH:5]=[CH:6][CH:7]=1.C(OO)(C)(C)C.[NH4+:22].[OH-]>CO.N>[Br:1][C:2]1[CH:3]=[C:4]([C:8]2([CH3:15])[CH2:9][O:10][CH2:11][C:12]([NH2:22])=[N:13]2)[CH:5]=[CH:6][CH:7]=1 |f:2.3,4.5|. Reported procedure: To a solution of 5-(3-bromo-phenyl)-5-methyl-morpholine-3-thione (5 g, 17.5 mmol) in MeOH/NH3 (110 ml) were added at room temperature t-BuOOH (28 ml, 65%) and NH4OH (47 ml, 25%). The mixture was stirred overnight, quenched with aqueous Na2S2O3 solution, concentrated in vacuo to remove the methanol solution and extracted with EtOAc (3×30 ml). The organic phase was dried with Na2SO4 and concentrated in vacuo to give the crude product, which was purified by preparative HPLC [column: Venusil XBP-C18...